Dataset: the Open Reaction Database (ORD), a public repository of structured organic reaction records. Task: describe an organic reaction: reactants, conditions, products, and yield The reactants are Cl (hydrochloric acid), BrC=1C=C(C(=O)OC)C(=CN1)OC (methyl 2-bromo-5-methoxyisonicotinate), [OH-].[Na+] (sodium hydroxide), C[Si](C)(C)[N-][Si](C)(C)C.[Li+] (lithium bis(trimethylsilyl)amide). Reagents/catalysts: C1(CCCCC1)P(C1=C(C=CC=C1)C1=CC=CC=C1)C1CCCCC1 (2-(dicyclohexylphosphino)biphenyl), C=1C=CC(=CC1)/C=C/C(=O)/C=C/C2=CC=CC=C2.C=1C=CC(=CC1)/C=C/C(=O)/C=C/C2=CC=CC=C2.C=1C=CC(=CC1)/C=C/C(=O)/C=C/C2=CC=CC=C2.[Pd].[Pd] (Tris(dibenzylideneacetone)dipalladium(0)). The solvent is C(C)OCC (diethyl ether), C1(=CC=CC=C1)C (toluene). Reaction conditions: time 3 hour. Product: NC=1C=C(C(=O)OC)C(=CN1)OC (methyl 2-amino-5-methoxyisonicotinate). Isolated yield 54.1%. RXN SMILES: Br[C:2]1[CH:3]=[C:4]([C:9]([O:12][CH3:13])=[CH:10][N:11]=1)[C:5]([O:7][CH3:8])=[O:6].C[Si]([N-:18][Si](C)(C)C)(C)C.[Li+].Cl.[OH-].[Na+]>C1(C)C=CC=CC=1.C1C=CC(/C=C/C(/C=C/C2C=CC=CC=2)=O)=CC=1.C1C=CC(/C=C/C(/C=C/C2C=CC=CC=2)=O)=CC=1.C1C=CC(/C=C/C(/C=C/C2C=CC=CC=2)=O)=CC=1.[Pd].[Pd].C1(P(C2CCCCC2)C2C=CC=CC=2C2C=CC=CC=2)CCCCC1.C(OCC)C>[NH2:18][C:2]1[CH:3]=[C:4]([C:9]([O:12][CH3:13])=[CH:10][N:11]=1)[C:5]([O:7][CH3:8])=[O:6] |f:1.2,4.5,7.8.9.10.11|. Procedure details: Tris(dibenzylideneacetone)dipalladium(0) (9.30 mg, 0.0102 mmol), 2-(dicyclohexylphosphino)biphenyl (3.56 mg, 0.0102 mmol), and methyl 2-bromo-5-methoxyisonicotinate (50 mg, 0.203 mmol) obtained in step 2 were suspended in toluene (0.5 mL), and the suspension was stirred at room temperature for 3 hours after adding lithium bis(trimethylsilyl)amide (1 mol/L THF solution) (0.224 mL, 0.224 mmol). The reaction mixture was stirred at room temperature for 10 minutes after adding diethyl ether (10 mL) a... The reactants are Fc1cc(CBr)ccc1Br, [C-]#N, CCO, [Na+]. The product is N#CCc1ccc(Br)c(F)c1. Reaction SMILES: [Br:1][c:2]1[c:3]([F:10])[cH:4][c:5]([CH2:6][Br:7])[cH:8][cH:9]1.[C-:11]#[N:12].[CH3:14][CH2:15][OH:16].[Na+:13]>>[Br:1][c:2]1[c:3]([F:10])[cH:4][c:5]([CH2:6][C:11]#[N:12])[cH:8][cH:9]1. Conditions: temperature -20 celsius, time 1 hour. The product is OC=1C=C(C=CC1)[C@]1([C@H](CN(CC1)C[C@H](C(C)C)NC[C@@H]1NCC2=CC(=CC=C2C1)O)C)C ((3R)-3-{[((1S)-1-{[(3R,4R)-4-(3-Hydroxyphenyl)-3,4-dimethyl-1-piperidinyl]methyl}-2-methylpropyl)amino]methyl}-1,2,3,4-tetrahydro-7-isoquinolinol). Starting materials: BH3, Cl (HCl), CCOCC (ether), S(C)C (SMe2), OC1=CC=C2C[C@@H](NCC2=C1)C(=O)N[C@@H](C(C)C)CN1C[C@@H]([C@](CC1)(C)C1=CC(=CC=C1)O)C ((3R)-7-Hydroxy-N-((1S)-1-{[(3R,4R)-4-(3-hydroxyphenyl)-3,4-dimethyl-1-piperidinyl]methyl}-2-methylpropyl)-1,2,3,4-tetrahydro-3-isoquinolinecarboxamide). The solvent is CO (MeOH), C1CCOC1 (THF), C1CCOC1 (THF). As a reaction SMILES: S(C)C.[OH:4][C:5]1[CH:14]=[C:13]2[C:8]([CH2:9][C@H:10]([C:15]([NH:17][C@H:18]([CH2:22][N:23]3[CH2:28][CH2:27][C@:26]([C:30]4[CH:35]=[CH:34][CH:33]=[C:32]([OH:36])[CH:31]=4)([CH3:29])[C@@H:25]([CH3:37])[CH2:24]3)[CH:19]([CH3:21])[CH3:20])=O)[NH:11][CH2:12]2)=[CH:7][CH:6]=1.Cl.CCOCC>C1COCC1.CO>[OH:36][C:32]1[CH:31]=[C:30]([C@:26]2([CH3:29])[CH2:27][CH2:28][N:23]([CH2:22][C@@H:18]([NH:17][CH2:15][C@H:10]3[CH2:9][C:8]4[C:13](=[CH:14][C:5]([OH:4])=[CH:6][CH:7]=4)[CH2:12][NH:11]3)[CH:19]([CH3:21])[CH3:20])[CH2:24][C@@H:25]2[CH3:37])[CH:35]=[CH:34][CH:33]=1. Procedure: A solution of 2M BH3.SMe2 in THF (0.495 mL 0.99 mmol) was added drop-wise to a −20° C.-solution of 14 (46 mg, 0.099 mmol) in 5 mL of dry THF. The reaction refluxed overnight. It was again cooled to −20° C. and 0.647 mL of MeOH was added. Contents stirred at room temperature for one hour. At room temperature, 1M HCl in ether (0.142 mL, 0.142 mmol) was added, and stirred for 30 minutes. The solvent was then removed under reduced pressure. The oil was then dissolved in 3:1 CH2Cl2:THF. Then, enough ...